Dataset: the Open Reaction Database (ORD), a public repository of structured organic reaction records. Task: describe an organic reaction: reactants, conditions, products, and yield Starting materials: FC(OC=1C=C(C=CC1O)C=1OC=C(N1)CCC(=O)C1=C(C=CC=C1)OCC)F (3-[2-(3-difluoromethoxy-4-hydroxyphenyl)oxazol-4-yl]-1-(2-ethoxyphenyl)propan-1-one), C(C)I (ethyl iodide). Product: FC(OC=1C=C(C=CC1OCC)C=1OC=C(N1)CCC(=O)C1=C(C=CC=C1)OCC)F (3-[2-(3-difluoromethoxy-4-ethoxyphenyl)oxazol-4-yl]-1-(2-ethoxyphenyl)propan-1-one). RXN SMILES: [F:1][CH:2]([F:29])[O:3][C:4]1[CH:5]=[C:6]([C:11]2[O:12][CH:13]=[C:14]([CH2:16][CH2:17][C:18]([C:20]3[CH:25]=[CH:24][CH:23]=[CH:22][C:21]=3[O:26][CH2:27][CH3:28])=[O:19])[N:15]=2)[CH:7]=[CH:8][C:9]=1[OH:10].[CH2:30](I)[CH3:31]>>[F:29][CH:2]([F:1])[O:3][C:4]1[CH:5]=[C:6]([C:11]2[O:12][CH:13]=[C:14]([CH2:16][CH2:17][C:18]([C:20]3[CH:25]=[CH:24][CH:23]=[CH:22][C:21]=3[O:26][CH2:27][CH3:28])=[O:19])[N:15]=2)[CH:7]=[CH:8][C:9]=1[O:10][CH2:30][CH3:31]. Reported procedure: Using the compound obtained in Example 363 and ethyl iodide, white powdery 3-[2-(3-difluoromethoxy-4-ethoxyphenyl)oxazol-4-yl]-1-(2-ethoxyphenyl)propan-1-one was obtained following the procedure of Example 3. Starting materials: [Si](C)(C)(C(C)(C)C)O[C@@H](CNCCCC#CC1=CC=C(C=C1)NC(C(F)(F)F)=O)C1=C2C=CC(NC2=C(C=C1)O)=O ((R)—N-(4-(5-((2-((tert-butyldimethylsilyl)oxy)-2-(8-hydroxy-2-oxo-1,2-dihydroquinolin-5-yl)ethyl)amino)pent-1-yn-1-yl)phenyl)-2,2,2-trifluoroacetamide), BrCCCCCCOCCCCC1=CC=C(C=C1)[N+](=O)[O-] (1-(4-((6-bromohexyl)oxy)butyl)-4-nitrobenzene), C33H50N3O6Si. Product: OC=1C=CC(=C2C=CC(NC12)=O)[C@@H](O[Si](C(C)(C)C)(C)C)CNCCCCCCOCCCCC1=CC=C(C=C1)[N+](=O)[O-] ((R)-8-hydroxy-5-(2,2,3,3-tetramethyl-18-(4-nitrophenyl)-4,14-dioxa-7-aza-3-silaoctadecan-5-yl)quinolin-2(1H)-one). Reaction SMILES: [Si:1]([O:8][C@H:9]([C:30]1[CH:39]=[CH:38][C:37]([OH:40])=[C:36]2[C:31]=1[CH:32]=[CH:33][C:34](=[O:41])[NH:35]2)[CH2:10][NH:11][CH2:12][CH2:13][CH2:14]C#CC1C=CC(NC(=O)C(F)(F)F)=CC=1)([C:4]([CH3:7])([CH3:6])[CH3:5])([CH3:3])[CH3:2].BrCCC[CH2:46][CH2:47][CH2:48][O:49][CH2:50][CH2:51][CH2:52][CH2:53][C:54]1[CH:59]=[CH:58][C:57]([N+:60]([O-:62])=[O:61])=[CH:56][CH:55]=1>>[OH:40][C:37]1[CH:38]=[CH:39][C:30]([C@H:9]([CH2:10][NH:11][CH2:12][CH2:13][CH2:14][CH2:46][CH2:47][CH2:48][O:49][CH2:50][CH2:51][CH2:52][CH2:53][C:54]2[CH:55]=[CH:56][C:57]([N+:60]([O-:62])=[O:61])=[CH:58][CH:59]=2)[O:8][Si:1]([CH3:2])([CH3:3])[C:4]([CH3:6])([CH3:7])[CH3:5])=[C:31]2[C:36]=1[NH:35][C:34](=[O:41])[CH:33]=[CH:32]2. Procedure: The title compound was prepared in a manner analogous to that described for Intermediate 37, using Intermediate 27 in place of Intermediate 26. ES/MS calcd. for C33H50N3O6Si+ 612.4. found m/z=612.5 (M+H)+. The solvent is [OH-].[Na+] (sodium hydroxide), [OH-].[Na+] (sodium hydroxide). Yields the product C(C1=CC=CC=C1)OC(=O)N[C@@H](CCC(=O)O)C(=O)O (N-benzyloxycarbonyl-(L)-glutamic acid). Procedure details: 400 g (2.72 mol) of (L)-glutamic acid are dissolved in 2.66 liters of 2N sodium hydroxide solution, the resulting solution is cooled to 5° C. and about 400 ml of benzyl chloroformate (3.6 mol) are run in slowly, dilute sodium hydroxide solution (1 to 2N) being added simultaneously to keep the pH at around 9.0. The mixture is stirred for a few hours, washed with 2×200 ml of ether and acidified to around pH 1. After extraction with ethyl acetate, washing several times with a saturated aqueous solu... As a reaction SMILES: [NH2:1][C@H:2]([C:8]([OH:10])=[O:9])[CH2:3][CH2:4][C:5]([OH:7])=[O:6].Cl[C:12]([O:14][CH2:15][C:16]1[CH:21]=[CH:20][CH:19]=[CH:18][CH:17]=1)=[O:13]>[OH-].[Na+]>[CH2:15]([O:14][C:12]([NH:1][C@H:2]([C:8]([OH:10])=[O:9])[CH2:3][CH2:4][C:5]([OH:7])=[O:6])=[O:13])[C:16]1[CH:21]=[CH:20][CH:19]=[CH:18][CH:17]=1 |f:2.3|. Yield: 65.0%. Reaction conditions: temperature 5 celsius. Reactants: N[C@@H](CCC(=O)O)C(=O)O ((L)-glutamic acid), ClC(=O)OCC1=CC=CC=C1 (benzyl chloroformate). Reactants: CON=C(C(=O)O)C=1N=NSC1 (2-Methoxyimino-2-(1,2,3-thiadiazol-4-yl)acetic acid), NC1[C@@H]2N(C(=C(CS2)CSC2=NN=NN2C)C(=O)O)C1=O (7-amino-3-(1-methyl-1H-tetrazol-5-yl)thiomethyl-3-cephem-4-carboxylic acid). Product: CON=C(C(=O)NC1[C@@H]2N(C(=C(CS2)CSC2=NN=NN2C)C(=O)O)C1=O)C=1N=NSC1 (7-[2-methoxyimino-2-(1,2,3-thiadiazol-4-yl)acetamido]-3-(1-methyl-1H-tetrazol-5-yl)thiomethyl-3-cephem-4-carboxylic acid). The yield is 56.4%. As a reaction SMILES: [CH3:1][O:2][N:3]=[C:4]([C:8]1[N:9]=[N:10][S:11][CH:12]=1)[C:5]([OH:7])=O.[NH2:13][CH:14]1[C:32](=[O:33])[N:16]2[C:17]([C:29]([OH:31])=[O:30])=[C:18]([CH2:21][S:22][C:23]3[N:27]([CH3:28])[N:26]=[N:25][N:24]=3)[CH2:19][S:20][C@H:15]12>>[CH3:1][O:2][N:3]=[C:4]([C:8]1[N:9]=[N:10][S:11][CH:12]=1)[C:5]([NH:13][CH:14]1[C:32](=[O:33])[N:16]2[C:17]([C:29]([OH:31])=[O:30])=[C:18]([CH2:21][S:22][C:23]3[N:27]([CH3:28])[N:26]=[N:25][N:24]=3)[CH2:19][S:20][C@H:15]12)=[O:7]. Procedure: 2-Methoxyimino-2-(1,2,3-thiadiazol-4-yl)acetic acid (anti isomer) (1 g.) and 7-amino-3-(1-methyl-1H-tetrazol-5-yl)thiomethyl-3-cephem-4-carboxylic acid (1.9 g.) were reacted according to similar manners to those of Examples 1(b) and 8 to give pale yellow powder of 7-[2-methoxyimino-2-(1,2,3-thiadiazol-4-yl)acetamido]-3-(1-methyl-1H-tetrazol-5-yl)thiomethyl-3-cephem-4-carboxylic acid (anti isomer) (1.5 g.). Starting materials: CCO, N#CN, [Na], S=C=Nc1ccc(OCc2ccccc2)cc1. Product: N#CNC(=S)Nc1ccc(OCc2ccccc2)cc1. RXN SMILES: [CH3:22][CH2:23][OH:24].[N:1]#[C:2][NH2:3].[Na:4].[c:5]1([CH2:11][O:12][c:13]2[cH:14][cH:15][c:16]([N:19]=[C:20]=[S:21])[cH:17][cH:18]2)[cH:6][cH:7][cH:8][cH:9][cH:10]1>>[N:1]#[C:2][NH:3][C:20]([NH:19][c:16]1[cH:15][cH:14][c:13]([O:12][CH2:11][c:5]2[cH:6][cH:7][cH:8][cH:9][cH:10]2)[cH:18][cH:17]1)=[S:21]. Reactants: C(C)(C)(C)OC(=O)C1N(CC2C1CN(C2)CC2=CC=C(C=C2)OC=2SC1=C(N2)C=CC=C1)S(=O)(=O)N (tert-butoxy carbonyl-5-[4-(benzothiazol-2-yloxy)-benzyl]-hexahydro-pyrrolo[3,4-c]pyrrole-2-sulfonic acid amide), FC(C(=O)O)(F)F (trifluoroacetic acid). Solvent: CO.CS(=O)C (CH3OH DMSO), C(Cl)Cl (CH2Cl2). Conditions: time 8 hour. Product: S1C(=NC2=C1C=CC=C2)OC2=CC=C(CN1CC3C(C1)CN(C3)S(=O)(=O)N)C=C2 (5-[4-(Benzothiazol-2-yloxy)-benzyl]-hexahydro-pyrrolo[3,4-c]pyrrole-2-sulfonic acid amide). Yield: 69.7%. RXN SMILES: C(OC([CH:8]1[CH:12]2[CH2:13][N:14]([CH2:16][C:17]3[CH:22]=[CH:21][C:20]([O:23][C:24]4[S:25][C:26]5[CH:32]=[CH:31][CH:30]=[CH:29][C:27]=5[N:28]=4)=[CH:19][CH:18]=3)[CH2:15][CH:11]2[CH2:10][N:9]1[S:33]([NH2:36])(=[O:35])=[O:34])=O)(C)(C)C.FC(F)(F)C(O)=O>C(Cl)Cl.CO.CS(C)=O>[S:25]1[C:26]2[CH:32]=[CH:31][CH:30]=[CH:29][C:27]=2[N:28]=[C:24]1[O:23][C:20]1[CH:19]=[CH:18][C:17]([CH2:16][N:14]2[CH2:15][CH:11]3[CH2:10][N:9]([S:33]([NH2:36])(=[O:34])=[O:35])[CH2:8][CH:12]3[CH2:13]2)=[CH:22][CH:21]=1 |f:3.4|. Reported procedure: To a stirred solution tert-butoxy carbonyl-5-[4-(benzothiazol-2-yloxy)-benzyl]-hexahydro-pyrrolo[3,4-c]pyrrole-2-sulfonic acid amide (108 mg, 0.20 mmol) in CH2Cl2 (5 mL) was added trifluoroacetic acid (1 mL). The homogeneous reaction mixture was allowed to stir overnight at rt. The crude reaction mixture was blown down to dryness and dissolved in CH3OH/DMSO (2:1) and purified via reverse phase preparative HPLC to afford the title compound as fluffy white powder (60 mg, 70%). MS (ESI): mass calcd... Procedure details: 90 ml of dioxan and 20 ml of a 25% w/v aqueous solution of sodium hydroxide were added to 9.15 g of 1-[trans-β-(6-benzoyloxymethyltetrahydropyran-2-yloxy)-2,4-dichlorophenethyl]imidazole, and the mixture was refluxed for 6 hours. At the end of this time, the reaction mixture was cooled, diluted with water and extracted with diethyl ether. The ethereal extract was washed with aqueous sodium chloride and dried over anhydrous sodium sulphate, after which the solvent was evaporated off. The residue ... Product: OC[C@H]1CCC[C@@H](O1)OC(CN1C=NC=C1)C1=C(C=C(C=C1)Cl)Cl (1-[Trans-β-(6-hydroxymethyltetrahydropyran-2-yloxy)-2,4-dichlorophenethyl]imidazole). Reactants: O1CCOCC1 (dioxan), [OH-].[Na+] (sodium hydroxide), C(C1=CC=CC=C1)(=O)OC[C@H]1CCC[C@@H](O1)OC(CN1C=NC=C1)C1=C(C=C(C=C1)Cl)Cl (1-[trans-β-(6-benzoyloxymethyltetrahydropyran-2-yloxy)-2,4-dichlorophenethyl]imidazole). Solvent: O (water). Reaction SMILES: O1CCOCC1.[OH-].[Na+].C([O:17][CH2:18][C@@H:19]1[O:24][C@@H:23]([O:25][CH:26]([C:33]2[CH:38]=[CH:37][C:36]([Cl:39])=[CH:35][C:34]=2[Cl:40])[CH2:27][N:28]2[CH:32]=[CH:31][N:30]=[CH:29]2)[CH2:22][CH2:21][CH2:20]1)(=O)C1C=CC=CC=1>O>[OH:17][CH2:18][C@@H:19]1[O:24][C@@H:23]([O:25][CH:26]([C:33]2[CH:38]=[CH:37][C:36]([Cl:39])=[CH:35][C:34]=2[Cl:40])[CH2:27][N:28]2[CH:32]=[CH:31][N:30]=[CH:29]2)[CH2:22][CH2:21][CH2:20]1 |f:1.2|. The yield is 74.7%.